Dataset: the Open Reaction Database (ORD), a public repository of structured organic reaction records. Task: describe an organic reaction: reactants, conditions, products, and yield Reported procedure: 622 mg of 4-fluoro-2-[2-(4-fluoro-3-methoxyphenyl)ethyl]phenol (prepared as described in Preparation 5) were dissolved in 7 ml of N,N-dimethylacetamide. The resulting solution was allowed to react with 343 mg of potassium t-butoxide and 678 mg of (2S,4R)-2-(2-chloroethyl)-1-ethoxycarbonyl-4-hydroxypyrrolidine and extracted in the same manner as described in step (a) of Example 1. The resulting oily substance was purified by silica gel column chromatography, using a 2:3 by volume mixture of hexan... Isolated yield 52.2%. Product: C(C)OC(=O)N1[C@@H](C[C@H](C1)O)CCOC1=C(C=C(C=C1)F)CCC1=CC(=C(C=C1)F)OC ((2R,4R)-1-Ethoxycarbonyl-2-[2-{4-fluoro-2-[2-(4-fluoro-3-methoxyphenyl)ethyl]phenoxy}ethyl]-4-hydroxypvrrolidine). Solvent: CN(C(C)=O)C (N,N-dimethylacetamide). As a reaction SMILES: [F:1][C:2]1[CH:7]=[CH:6][C:5]([OH:8])=[C:4]([CH2:9][CH2:10][C:11]2[CH:16]=[CH:15][C:14]([F:17])=[C:13]([O:18][CH3:19])[CH:12]=2)[CH:3]=1.CC(C)([O-])C.[K+].Cl[CH2:27][CH2:28][C@@H:29]1[CH2:33][C@@H:32]([OH:34])[CH2:31][N:30]1[C:35]([O:37][CH2:38][CH3:39])=[O:36]>CN(C)C(=O)C>[CH2:38]([O:37][C:35]([N:30]1[CH2:31][C@H:32]([OH:34])[CH2:33][C@H:29]1[CH2:28][CH2:27][O:8][C:5]1[CH:6]=[CH:7][C:2]([F:1])=[CH:3][C:4]=1[CH2:9][CH2:10][C:11]1[CH:16]=[CH:15][C:14]([F:17])=[C:13]([O:18][CH3:19])[CH:12]=1)=[O:36])[CH3:39] |f:1.2|. Reactants: CC(C)([O-])C.[K+] (potassium t-butoxide), ClCC[C@H]1N(C[C@@H](C1)O)C(=O)OCC ((2S,4R)-2-(2-chloroethyl)-1-ethoxycarbonyl-4-hydroxypyrrolidine), FC1=CC(=C(C=C1)O)CCC1=CC(=C(C=C1)F)OC (4-fluoro-2-[2-(4-fluoro-3-methoxyphenyl)ethyl]phenol). Starting materials: Cl.N1(CCCC1)CC(=O)O (2-(pyrrolidin-1-yl)acetic acid hydrochloride), N[C@H](C(=O)NC1=CC=C(C=C1)OC1=CC=C(C=C1)F)COCC1=CC=CC=C1 ((S)-2-amino-3-(benzyloxy)-N-(4-(4-fluorophenoxy)phenyl)propanamide). Product: Compound 215, C(C1=CC=CC=C1)OC[C@@H](C(=O)NC1=CC=C(C=C1)OC1=CC=C(C=C1)F)NC(CN1CCCC1)=O ((S)-3-(benzyloxy)-N-(4-(4-fluorophenoxy)phenyl)-2-(2-(pyrrolidin-1-yl)acetamido)propanamide). The yield is 74.8%. Reaction SMILES: Cl.[N:2]1([CH2:7][C:8]([OH:10])=O)[CH2:6][CH2:5][CH2:4][CH2:3]1.[NH2:11][C@@H:12]([CH2:30][O:31][CH2:32][C:33]1[CH:38]=[CH:37][CH:36]=[CH:35][CH:34]=1)[C:13]([NH:15][C:16]1[CH:21]=[CH:20][C:19]([O:22][C:23]2[CH:28]=[CH:27][C:26]([F:29])=[CH:25][CH:24]=2)=[CH:18][CH:17]=1)=[O:14]>>[CH2:32]([O:31][CH2:30][C@H:12]([NH:11][C:8](=[O:10])[CH2:7][N:2]1[CH2:3][CH2:4][CH2:5][CH2:6]1)[C:13]([NH:15][C:16]1[CH:21]=[CH:20][C:19]([O:22][C:23]2[CH:28]=[CH:27][C:26]([F:29])=[CH:25][CH:24]=2)=[CH:18][CH:17]=1)=[O:14])[C:33]1[CH:38]=[CH:37][CH:36]=[CH:35][CH:34]=1 |f:0.1|. Procedure details: Proceeding as in Example 1, but substituting 2-(pyrrolidin-1-yl)acetic acid hydrochloride and (S)-2-amino-3-(benzyloxy)-N-(4-(4-fluorophenoxy)phenyl)propanamide, gave Compound 215, (S)-3-(benzyloxy)-N-(4-(4-fluorophenoxy)phenyl)-2-(2-(pyrrolidin-1-yl)acetamido)propanamide (29.4 mg, 74.8%); Major isomer: 1H-NMR (400 MHz, DMSO-D6): σ 10.21 (s, 1H), 7.92 (d, 1H), 7.60 (d, 2H), 7.27-7.31 (m, 5H), 7.21 (d, 2H), 6.99-4.03 (m, 4H), 4.72 (m, 1H), 4.52 (s, 2H), 3.70-3.75 (m, 2H), 3.12 (d, 2H), 2.55 (d, 4... Starting materials: C(C)(C)[Mg]Cl (isopropyl magnesium chloride), BrC=1OC(=NN1)C (2-bromo-5-methyl-1,3,4-oxadiazole), CC(\C=N\S(=O)C(C)(C)C)(C)C ((NE)-N-(2,2-dimethylpropylidene)-2-methyl-propane-2-sulfinamide). The solvent is C1CCOC1 (THF), C1(=CC=CC=C1)C (toluene). Reaction conditions: temperature -15 celsius, time 30 minute. Yields the product CC(C(C=1OC(=NN1)C)NS(=O)C(C)(C)C)(C)C (N-[2,2-dimethyl-1-(5-methyl-1,3,4-oxadiazol-2-yl)propyl]-2-methyl-propane-2-sulfinamide). The yield is 64.0%. RXN SMILES: Br[C:2]1[O:3][C:4]([CH3:7])=[N:5][N:6]=1.C([Mg]Cl)(C)C.[CH3:13][C:14]([CH3:24])([CH3:23])/[CH:15]=[N:16]/[S:17]([C:19]([CH3:22])([CH3:21])[CH3:20])=[O:18]>C1COCC1.C1(C)C=CC=CC=1>[CH3:13][C:14]([CH3:24])([CH3:23])[CH:15]([NH:16][S:17]([C:19]([CH3:22])([CH3:21])[CH3:20])=[O:18])[C:2]1[O:3][C:4]([CH3:7])=[N:5][N:6]=1. Procedure: To a solution of 2-bromo-5-methyl-1,3,4-oxadiazole (CAN 864750-58-3, 0.473 g, 2.91 mmol) in dry THF (8 ml) cooled down to −15° C. under an argon atmosphere was added isopropyl magnesium chloride, lithium chloride complex (2.23 ml, 2.91 mmol). (During the addition the temperature was kept below −12° C.). The reaction was then stirred at −15° C. for 30 minutes followed by slow addition of a solution of (NE)-N-(2,2-dimethylpropylidene)-2-methyl-propane-2-sulfinamide (CAN 917104-90-6, 500 mg, 2.64 m... Reactants: CC(=O)O, Clc1ccc(Oc2ccccc2COCC2CCc3c(ncn3C(c3ccccc3)(c3ccccc3)c3ccccc3)C2)c(Cl)c1, Clc1ccc(Oc2ccccc2COCC2CCc3ncn(C(c4ccccc4)(c4ccccc4)c4ccccc4)c3C2)c(Cl)c1, O. The product is Clc1ccc(Oc2ccccc2COCC2CCc3[nH]cnc3C2)c(Cl)c1. As a reaction SMILES: [CH3:93][C:94](=[O:95])[OH:96].[Cl:1][c:2]1[c:3]([O:4][c:5]2[c:6]([CH2:7][O:8][CH2:9][CH:10]3[CH2:11][c:12]4[c:13]([n:14]([C:17]([c:18]5[cH:19][cH:20][cH:21][cH:22][cH:23]5)([c:24]5[cH:25][cH:26][cH:27][cH:28][cH:29]5)[c:30]5[cH:31][cH:32][cH:33][cH:34][cH:35]5)[cH:15][n:16]4)[CH2:36][CH2:37]3)[cH:38][cH:39][cH:40][cH:41]2)[cH:42][cH:43][c:44]([Cl:46])[cH:45]1.[Cl:47][c:48]1[cH:49][c:50]([Cl:51])[cH:52][cH:53][c:54]1[O:55][c:56]1[cH:57][cH:58][cH:59][cH:60][c:61]1[CH2:62][O:63][CH2:64][CH:65]1[CH2:66][CH2:67][c:68]2[n:69][cH:70][n:71]([C:72]([c:73]3[cH:74][cH:75][cH:76][cH:77][cH:78]3)([c:79]3[cH:80][cH:81][cH:82][cH:83][cH:84]3)[c:85]3[cH:86][cH:87][cH:88][cH:89][cH:90]3)[c:91]2[CH2:92]1.[OH2:97]>>[Cl:1][c:2]1[c:3]([O:4][c:5]2[c:6]([CH2:7][O:8][CH2:9][CH:10]3[CH2:11][c:12]4[c:13]([nH:14][cH:15][n:16]4)[CH2:36][CH2:37]3)[cH:38][cH:39][cH:40][cH:41]2)[cH:42][cH:43][c:44]([Cl:46])[cH:45]1. Starting materials: COC(=O)c1ccc(-c2c(C)cccc2C)cc1, [Li+], C1CCOC1, [OH-]. Yields the product Cc1cccc(C)c1-c1ccc(C(=O)O)cc1. As a reaction SMILES: [CH3:1][O:2][C:3](=[O:4])[c:5]1[cH:6][cH:7][c:8](-[c:11]2[c:12]([CH3:18])[cH:13][cH:14][cH:15][c:16]2[CH3:17])[cH:9][cH:10]1.[Li+:19].[O:21]1[CH2:22][CH2:23][CH2:24][CH2:25]1.[OH-:20]>>[O:2]=[C:3]([OH:4])[c:5]1[cH:6][cH:7][c:8](-[c:11]2[c:12]([CH3:18])[cH:13][cH:14][cH:15][c:16]2[CH3:17])[cH:9][cH:10]1. Starting materials: C1CCOC1, CCOC(=O)c1nn(C)cc1C(=O)Nc1ccn2cc(-c3ccccc3)nc2n1, CO, Cl, [Na+], [OH-], O. Product: Cn1cc(C(=O)Nc2ccn3cc(-c4ccccc4)nc3n2)c(C(=O)O)n1. RXN SMILES: [CH2:34]1[O:35][CH2:36][CH2:37][CH2:38]1.[CH2:3]([CH3:4])[O:5][C:6](=[O:7])[c:8]1[n:9][n:10]([CH3:31])[cH:11][c:12]1[C:13]([NH:14][c:15]1[n:16][c:17]2[n:18]([cH:19][cH:20]1)[cH:21][c:22](-[c:24]1[cH:25][cH:26][cH:27][cH:28][cH:29]1)[n:23]2)=[O:30].[CH3:39][OH:40].[ClH:33].[Na+:2].[OH-:1].[OH2:32]>>[O:5]=[C:6]([OH:7])[c:8]1[n:9][n:10]([CH3:31])[cH:11][c:12]1[C:13]([NH:14][c:15]1[n:16][c:17]2[n:18]([cH:19][cH:20]1)[cH:21][c:22](-[c:24]1[cH:25][cH:26][cH:27][cH:28][cH:29]1)[n:23]2)=[O:30]. Starting materials: O.C1CCOC1 (H2O THF), nitro ester, [N+](=O)([O-])C(C(CC(=O)OCC)C1=CC=C(C=C1)C(C)(C)C)C (Ethyl 4-nitro-3-(4-t-butylphenyl)pentanoate), [OH-].[Na+] (sodium hydroxide), [H-].[Al+3].[Li+].[H-].[H-].[H-] (lithium aluminum hydride). The solvent is C(C)OCC (diethyl ether). Yields the product C(C)(C)(C)C1=CC=C(C=C1)C(CCO)C(C)N (3-(4-t-butylphenyl)-4-aminopentan-1-ol). As a reaction SMILES: [N+:1]([CH:4]([CH3:22])[CH:5]([C:12]1[CH:17]=[CH:16][C:15]([C:18]([CH3:21])([CH3:20])[CH3:19])=[CH:14][CH:13]=1)[CH2:6][C:7](OCC)=[O:8])([O-])=O.[H-].[Al+3].[Li+].[H-].[H-].[H-].O.C1COCC1.[OH-].[Na+]>C(OCC)C>[C:18]([C:15]1[CH:14]=[CH:13][C:12]([CH:5]([CH:4]([NH2:1])[CH3:22])[CH2:6][CH2:7][OH:8])=[CH:17][CH:16]=1)([CH3:21])([CH3:19])[CH3:20] |f:1.2.3.4.5.6,7.8,9.10|. Procedure details: 6.5 g (0.021 mol) of the nitro ester prepared as in (b) above was added dropwise to 5 g (0.18 mol) of lithium aluminum hydride suspended in 200 mL of anhydrous diethyl ether, under nitrogen with stirring. The mixture was then refluxed for ten hours. A 50 percent H2O/THF solution was added dropwise and slowly with vigorous stirring until effervescence ceased. 1N sodium hydroxide solution was then added dropwise until the slurry coagulated to a coarse sandy consistency. The mixture was filtered an... The reactants are Cl.[C@H]12N[C@@H](C[C@@H]2C1)C(=O)N ((1S,3S,5S)-2-azabicyclo[3.1.0]hexane-3-carboxamide hydrochloride salt), OC1=CC=CC=2NN=NC21 (hydroxybenzotriazole), C(C)(C)N(CC)C(C)C (diisopropylethylamine), CC(C)(OC(=O)N[C@H](C(=O)O)C12CC3(CC(CC(C1)C3)C2)O)C ((αS)-α[[(1,1-dimethylethoxy)carbonyl]amino]-3-hydroxytricyclo[3.3.1.13,7]decane-1-acetic acid), CC(C)(OC(=O)N[C@H](C(=O)O)C12CC3(CC(CC(C1)C3)C2)O)C ((αS)-α[[(1,1-dimethylethoxy)carbonyl]amino]-3-hydroxytricyclo[3.3.1.13,7]decane-1-acetic acid), C(C)(C)N(CC)C(C)C (diisopropylethylamine), CS(=O)(=O)Cl (Methanesulfonyl chloride), anhydride. Run in C1CCOC1 (THF). Run at temperature -6 celsius, time 8 hour. The product is C(#N)[C@H]1N([C@H]2C[C@H]2C1)C([C@@H](NC(=O)OC(C)(C)C)C12CC3(CC(CC(C1)C3)C2)O)=O (3-cyano-(αS)-α-(3-hydroxytricyclo[3.3.1.13,7]dec-1-yl)-β-oxo-(1S,3S,5S)-2-azabicyclo[3.1.0]hexane-2-ethanecarbamic acid, 1,1-dimethylethyl ester). As a reaction SMILES: [CH3:1][C:2]([CH3:23])([O:4][C:5]([NH:7][C@@H:8]([C:12]12[CH2:21][CH:16]3[CH2:17][CH:18]([CH2:20][C:14]([OH:22])([CH2:15]3)[CH2:13]1)[CH2:19]2)[C:9](O)=[O:10])=[O:6])[CH3:3].CS(Cl)(=O)=O.C(N(C(C)C)CC)(C)C.Cl.[C@H:39]12[CH2:44][C@H:43]1[CH2:42][C@@H:41]([C:45]([NH2:47])=O)[NH:40]2.OC1C2N=NNC=2C=CC=1>C1COCC1>[C:45]([C@@H:41]1[CH2:42][C@H:43]2[C@H:39]([CH2:44]2)[N:40]1[C:9](=[O:10])[C@H:8]([C:12]12[CH2:19][CH:18]3[CH2:17][CH:16]([CH2:15][C:14]([OH:22])([CH2:20]3)[CH2:13]1)[CH2:21]2)[NH:7][C:5]([O:4][C:2]([CH3:23])([CH3:1])[CH3:3])=[O:6])#[N:47] |f:3.4|. Procedure details: A 2 L three-necked flask equipped with a thermometer, a mechanical stirrer and a gas inlet was charged with (αS)-α[[(1,1-dimethylethoxy)carbonyl]amino]-3-hydroxytricyclo[3.3.1.13,7]decane-1-acetic acid (Formula 3) (50 grams, 153.8 mmol). THF (200 ml) was added and stirred to produce a clear solution. The solution was cooled to −6° C. in an acetone-dry ice-water bath. Methanesulfonyl chloride (Mes-Cl) (13.1 ml, 169 mmol, 1.1 equivalents) was then added as a single portion followed by diisopropyle... Starting materials: C(CCC)C/1=CN(S\C1=N/C(=O)[C@H]1C([C@](CC1)(C(=O)O)C)(C)C)C(C)(C)C ((1S,3R)-3-({[(5Z)-4-butyl-2-tert-butylisothiazol-5(2H)-ylidene]amino}carbonyl)-1,2,2-trimethylcyclopentanecarboxylic acid), Cl.CN (methylamine hydrochloride). The product is C(CCC)C/1=CN(S\C1=N/C(=O)[C@H]1C([C@](CC1)(C(=O)NC)C)(C)C)C(C)(C)C ((1S,3R)—N3-[(5Z)-4-butyl-2-tert-butylisothiazol-5(2H)-ylidene]-N1,1,2,2-tetramethylcyclopentane-1,3-dicarboxamide). RXN SMILES: [CH2:1]([C:5]1=[CH:6][N:7]([C:24]([CH3:27])([CH3:26])[CH3:25])[S:8]/[C:9]/1=[N:10]\[C:11]([C@@H:13]1[CH2:17][CH2:16][C@:15]([CH3:21])([C:18]([OH:20])=O)[C:14]1([CH3:23])[CH3:22])=[O:12])[CH2:2][CH2:3][CH3:4].Cl.[CH3:29][NH2:30]>>[CH2:1]([C:5]1=[CH:6][N:7]([C:24]([CH3:26])([CH3:25])[CH3:27])[S:8]/[C:9]/1=[N:10]\[C:11]([C@@H:13]1[CH2:17][CH2:16][C@:15]([CH3:21])([C:18]([NH:30][CH3:29])=[O:20])[C:14]1([CH3:23])[CH3:22])=[O:12])[CH2:2][CH2:3][CH3:4] |f:1.2|. Procedure: The product from Example 205 and methylamine hydrochloride (Aldrich) were processed using the method described in Example 178 to afford the title compound. 1H NMR (DMSO-d6) δ 0.48 (s, 3H), 0.90 (t, J=7.3 Hz, 3H), 1.13 (s, 3H), 1.23 (s, 3H), 1.26-1.42 (m, 3H), 1.57 (s, 9H), 1.57-1.66 (m, 2H), 1.72-1.82 (m, 1H), 2.24-2.45 (m, 2H), 2.54-2.56 (m, 3H), 2.61-2.67 (m, 2H), 2.96-3.02 (m, 1H), 7.24-7.28 (m, 1H), 8.50 (s, 1H). (ESI+) m/z 408 (M+H)+.